This data is from the Open Reaction Database (ORD), a public repository of structured organic reaction records. The task is: describe an organic reaction: reactants, conditions, products, and yield Reactants: CC1(C=2C=CC(=CC2C(CC1)(C)C)C1=NOC(=N1)N1CCNCC1)C (1-[3-(5,5,8,8-tetramethyl-5,6,7,8-tetrahydronaphthalen-2-yl)-1,2,4-oxadiazol-5-yl]piperazine), C(C)(=O)OCCCCBr (4-bromobutyl acetate), [OH-].[Na+] (NaOH). Solvent: CO (methanol). Yields the product CC1(C=2C=CC(=CC2C(CC1)(C)C)C1=NOC(=N1)N1CCN(CC1)CCCCO)C (4-{4-[3-(5,5,8,8-tetramethyl-5,6,7,8-tetrahydronaphthalen-2-yl)-1,2,4-oxadiazol-5-yl]piperazin-1-yl}butan-1-ol). As a reaction SMILES: [CH3:1][C:2]1([CH3:25])[CH2:11][CH2:10][C:9]([CH3:13])([CH3:12])[C:8]2[CH:7]=[C:6]([C:14]3[N:18]=[C:17]([N:19]4[CH2:24][CH2:23][NH:22][CH2:21][CH2:20]4)[O:16][N:15]=3)[CH:5]=[CH:4][C:3]1=2.C([O:29][CH2:30][CH2:31][CH2:32][CH2:33]Br)(=O)C.[OH-].[Na+]>CO>[CH3:1][C:2]1([CH3:25])[CH2:11][CH2:10][C:9]([CH3:12])([CH3:13])[C:8]2[CH:7]=[C:6]([C:14]3[N:18]=[C:17]([N:19]4[CH2:20][CH2:21][N:22]([CH2:33][CH2:32][CH2:31][CH2:30][OH:29])[CH2:23][CH2:24]4)[O:16][N:15]=3)[CH:5]=[CH:4][C:3]1=2 |f:2.3|. Procedure details: The preparation was carried out as already described starting from 20 mg (0.06 mmol) of 1-[3-(5,5,8,8-tetramethyl-5,6,7,8-tetrahydronaphthalen-2-yl)-1,2,4-oxadiazol-5-yl]piperazine and 13 μl (0.09 mmol) of 4-bromobutyl acetate. The protecting group was cleaved off by means of a 1N NaOH solution in methanol. The product was purified by means of preparative HPLC and is in the form of the hydrochloride. Reactants: BrC1=CC=C(OCCCCCCC(C(CC)=O)C(CC)=O)C=C1 (4-[6-(4-bromophenoxy)hexyl]-3,5-heptanedione), Cl.NO (hydroxylamine hydrochloride). Solvent: N1=CC=CC=C1 (pyridine). The product is BrC1=CC=C(OCCCCCCC=2C(=NOC2CC)CC)C=C1 (4-[6-(4-Bromophenoxy)hexyl]-3,5-diethylisoxazole), ( b ). RXN SMILES: [Br:1][C:2]1[CH:23]=[CH:22][C:5]([O:6][CH2:7][CH2:8][CH2:9][CH2:10][CH2:11][CH2:12][CH:13]([C:18](=O)[CH2:19][CH3:20])[C:14](=[O:17])[CH2:15][CH3:16])=[CH:4][CH:3]=1.Cl.[NH2:25]O>N1C=CC=CC=1>[Br:1][C:2]1[CH:23]=[CH:22][C:5]([O:6][CH2:7][CH2:8][CH2:9][CH2:10][CH2:11][CH2:12][C:13]2[C:18]([CH2:19][CH3:20])=[N:25][O:17][C:14]=2[CH2:15][CH3:16])=[CH:4][CH:3]=1 |f:1.2|. Procedure details: 4-[6-(4-Bromophenoxy)hexyl]-3,5-diethylisoxazole [I; Ar is 4-BrC6H4, Y is O(CH2)6, R is C2H5 ] was prepared from 10.0 g. of 4-[6-(4-bromophenoxy)hexyl]-3,5-heptanedione and 2.0 g. of hydroxylamine hydrochloride in 40 ml. of pyridine according to the procedure of Example 2, part (b), and was obtained in the form of a pale yellow oil, b.p. 190°-195° C. (0.001 mm.); yield 7.3 g.; MIC=12 μg/ml (herpes 2). Reactants: C(OCC(=O)NC)(OC1=CC=CC=C1)=O (2-(methylamino)-2-oxoethyl phenyl carbonate), C(CCCCCCCCC)N (decylamine). Run in ClCCl (dichloromethane). Product: C(CCCCCCCCC)NC(OCC(=O)NC)=O (2-(Methylamino)-2-oxoethyl decylcarbamate). As a reaction SMILES: [C:1](=[O:15])(OC1C=CC=CC=1)[O:2][CH2:3][C:4]([NH:6][CH3:7])=[O:5].[CH2:16]([NH2:26])[CH2:17][CH2:18][CH2:19][CH2:20][CH2:21][CH2:22][CH2:23][CH2:24][CH3:25]>ClCCl>[CH2:16]([NH:26][C:1](=[O:15])[O:2][CH2:3][C:4]([NH:6][CH3:7])=[O:5])[CH2:17][CH2:18][CH2:19][CH2:20][CH2:21][CH2:22][CH2:23][CH2:24][CH3:25]. Procedure details: A solution of 136 mg (0.65 mmol) of 2-(methylamino)-2-oxoethyl phenyl carbonate and of 133 mg (0.85 mmol) of decylamine in 2 ml of dichloromethane is stirred at ambient temperature for 18 h. Reactants: O1CC(CC1)CNC(=O)C1=CC=C(C=C1)NC(=O)N1CC2=CC=CC=C2C1 (N-(4-{[tetrahydrofuran-3-ylmethyl]carbamoyl}phenyl)-1,3-dihydro-2H-isoindole-2-carboxamide). Solvent: CO (methanol). The product is O1C[C@@H](CC1)CNC(=O)C1=CC=C(C=C1)NC(=O)N1CC2=CC=CC=C2C1 (N-(4-{[(3S)-tetrahydrofuran-3-ylmethyl]carbamoyl}phenyl)-1,3-dihydro-2H-isoindole-2-carboxamide). Reaction SMILES: [O:1]1[CH2:5][CH2:4][CH:3]([CH2:6][NH:7][C:8]([C:10]2[CH:15]=[CH:14][C:13]([NH:16][C:17]([N:19]3[CH2:27][C:26]4[C:21](=[CH:22][CH:23]=[CH:24][CH:25]=4)[CH2:20]3)=[O:18])=[CH:12][CH:11]=2)=[O:9])[CH2:2]1>CO>[O:1]1[CH2:5][CH2:4][C@@H:3]([CH2:6][NH:7][C:8]([C:10]2[CH:11]=[CH:12][C:13]([NH:16][C:17]([N:19]3[CH2:27][C:26]4[C:21](=[CH:22][CH:23]=[CH:24][CH:25]=4)[CH2:20]3)=[O:18])=[CH:14][CH:15]=2)=[O:9])[CH2:2]1. Procedure details: A racemic mixture of N-(4-{[tetrahydrofuran-3-ylmethyl]carbamoyl}phenyl)-1,3-dihydro-2H-isoindole-2-carboxamide (250 mg) was dissolved in methanol and separated using SCF-LC with a ChiralPak AD-H 21×250 mm column to provide N-(4-{[(3S)-tetrahydrofuran-3-ylmethyl]carbamoyl}phenyl)-1,3-dihydro-2H-isoindole-2-carboxamide. 1H NMR (300 MHz, DMSO-d6) δ ppm 8.58 (s, 1H), 8.38 (t, J=5.7 Hz, 1H), 7.75-7.79 (m, 2H), 7.64-7.69 (m, 2H), 7.30-7.41 (m, 4H), 4.78-4.79 (bs, 4H), 3.57-3.78 (m, 3H), 3.48 (dd, J=8... The reactants are C(C)OC(C(=O)NC=1SC=C(N1)CC(=O)OCC)=O (N-(4-ethoxycarbonylmethyl-thiazol-2-yl)-oxalamic acid ethyl ester), [OH-].[Li+] (lithium hydroxide). Solvent: C1CCOC1 (THF). The product is C(C)OC(=O)CC=1N=C(SC1)NC(C(=O)O)=O (N-(4-ethoxycarbonylmethyl-thiazol-2-yl)-oxalamic acid). The yield is 33.3%. RXN SMILES: C([O:3][C:4](=[O:19])[C:5]([NH:7][C:8]1[S:9][CH:10]=[C:11]([CH2:13][C:14]([O:16][CH2:17][CH3:18])=[O:15])[N:12]=1)=[O:6])C.[OH-].[Li+]>C1COCC1>[CH2:17]([O:16][C:14]([CH2:13][C:11]1[N:12]=[C:8]([NH:7][C:5](=[O:6])[C:4]([OH:19])=[O:3])[S:9][CH:10]=1)=[O:15])[CH3:18] |f:1.2|. Procedure: To N-(4-ethoxycarbonylmethyl-thiazol-2-yl)-oxalamic acid ethyl ester (1 g) was added THF (5 mL) and 2 N lithium hydroxide (4 mL). A white precipitated formed and after 1 h the reaction mixture was acidified to pH5 and the white precipitate recovered by filtration, and triturated with a 1:1 mixture of ether and ethyl acetate to remove unreacted starting material. The solid residue was dried in a vacuum oven to give N-(4-ethoxycarbonylmethyl-thiazol-2-yl)-oxalamic acid (300 mg).